Dataset: the Open Reaction Database (ORD), a public repository of structured organic reaction records. Task: describe an organic reaction: reactants, conditions, products, and yield The reactants are CCOC(=O)c1nn(Cc2ccc(-c3cccnc3)nc2C)c2ncccc2c1=O, COc1ccc(P2(=S)SP(=S)(c3ccc(OC)cc3)S2)cc1, Cc1ccccc1, C1COCCO1. Yields the product CCOC(=O)c1nn(Cc2ccc(-c3cccnc3)nc2C)c2ncccc2c1=S. As a reaction SMILES: [CH3:1][c:2]1[c:3]([CH2:14][n:15]2[n:16][c:17]([C:26](=[O:27])[O:28][CH2:29][CH3:30])[c:18](=[O:25])[c:19]3[c:20]2[n:21][cH:22][cH:23][cH:24]3)[cH:4][cH:5][c:6](-[c:8]2[cH:9][n:10][cH:11][cH:12][cH:13]2)[n:7]1.[CH3:31][O:32][c:33]1[cH:34][cH:35][c:36]([P:37]2(=[S:40])[S:38][P:39]([c:41]3[cH:42][cH:43][c:44]([O:45][CH3:46])[cH:47][cH:48]3)(=[S:49])[S:50]2)[cH:51][cH:52]1.[CH3:59][c:60]1[cH:61][cH:62][cH:63][cH:64][cH:65]1.[O:53]1[CH2:54][CH2:55][O:56][CH2:57][CH2:58]1>>[CH3:1][c:2]1[c:3]([CH2:14][n:15]2[n:16][c:17]([C:26](=[O:27])[O:28][CH2:29][CH3:30])[c:18](=[S:40])[c:19]3[c:20]2[n:21][cH:22][cH:23][cH:24]3)[cH:4][cH:5][c:6](-[c:8]2[cH:9][n:10][cH:11][cH:12][cH:13]2)[n:7]1. Product: CC(C)(C)OC(=O)c1ccccc1CCc1ccccc1NC(=O)OCc1ccccc1. Starting materials: ClCCl, C=C(C)C, O=S(=O)(O)O, O=C(Nc1ccccc1CCc1ccccc1C(=O)O)OCc1ccccc1. Reaction SMILES: [CH2:38]([Cl:39])[Cl:40].[CH3:29][C:30]([CH3:31])=[CH2:32].[S:33](=[O:34])(=[O:35])([OH:36])[OH:37].[c:1]1([CH2:7][O:8][C:9](=[O:10])[NH:11][c:12]2[c:13]([CH2:18][CH2:19][c:20]3[c:21]([C:22](=[O:23])[OH:24])[cH:25][cH:26][cH:27][cH:28]3)[cH:14][cH:15][cH:16][cH:17]2)[cH:2][cH:3][cH:4][cH:5][cH:6]1>>[c:1]1([CH2:7][O:8][C:9](=[O:10])[NH:11][c:12]2[c:13]([CH2:18][CH2:19][c:20]3[c:21]([C:22](=[O:23])[O:24][C:30]([CH3:29])([CH3:31])[CH3:32])[cH:25][cH:26][cH:27][cH:28]3)[cH:14][cH:15][cH:16][cH:17]2)[cH:2][cH:3][cH:4][cH:5][cH:6]1. Reactants: ClC1=C(C=O)C=CC(=C1)OC (2-chloro-4-methoxybenzaldehyde), [BH4-].[Na+] (sodium borohydride). The solvent is CO (methanol). Run at time 30 minute. Yields the product ClC1=C(CO)C=CC(=C1)OC (2-chloro-4-methoxybenzyl alcohol). Yield: 96.6%. RXN SMILES: [Cl:1][C:2]1[CH:9]=[C:8]([O:10][CH3:11])[CH:7]=[CH:6][C:3]=1[CH:4]=[O:5].[BH4-].[Na+]>CO>[Cl:1][C:2]1[CH:9]=[C:8]([O:10][CH3:11])[CH:7]=[CH:6][C:3]=1[CH2:4][OH:5] |f:1.2|. Procedure details: To a solution of 2-chloro-4-methoxybenzaldehyde (1.55 g, 9 mmol) in methanol (20 mL) was added under ice-cooling sodium borohydride (378 mg, 10 mmol) and the mixture was stirred at room temperature for 30 min. The solvent was evaporated under reduced pressure and the obtained residue was dissolved in ethyl acetate. The organic layer was washed with saturated brine and dried over anhydrous sodium sulfate. The solvent was evaporated under reduced pressure to give an almost pure title compound (1.5...